From a dataset of the Open Reaction Database (ORD), a public repository of structured organic reaction records. describe an organic reaction: reactants, conditions, products, and yield Starting materials: [BH4-], CO, C1CCC(N2CCNCC2)C1, NC(=O)c1ccc(Oc2ccc(C=O)cc2)nc1, [Na+]. Yields the product NC(=O)c1ccc(Oc2ccc(CN3CCN(C4CCCC4)CC3)cc2)nc1. RXN SMILES: [BH4-:30].[CH3:32][OH:33].[CH:19]1([N:24]2[CH2:25][CH2:26][NH:27][CH2:28][CH2:29]2)[CH2:20][CH2:21][CH2:22][CH2:23]1.[CH:1](=[O:2])[c:3]1[cH:4][cH:5][c:6]([O:7][c:8]2[n:9][cH:10][c:11]([C:12](=[O:13])[NH2:14])[cH:15][cH:16]2)[cH:17][cH:18]1.[Na+:31]>>[CH2:1]([c:3]1[cH:4][cH:5][c:6]([O:7][c:8]2[n:9][cH:10][c:11]([C:12](=[O:13])[NH2:14])[cH:15][cH:16]2)[cH:17][cH:18]1)[N:27]1[CH2:26][CH2:25][N:24]([CH:19]2[CH2:20][CH2:21][CH2:22][CH2:23]2)[CH2:29][CH2:28]1. Reactants: CO (MeOH), COC1=C(C=C(C=C1)C(F)(F)F)N=C=O (2-methoxy-5-(trifluoromethyl)phenyl isocyanate), NC1=CC=C(OC=2C=C3C(NC(C3=CC2)=O)=O)C=C1 (5-(4-aminophenoxy)isoindoline-1,3-dione). The solvent is C(Cl)Cl (CH2Cl2), C(Cl)Cl (CH2Cl2). Reaction conditions: time 12 hour. The product is COC1=C(C=C(C=C1)C(F)(F)F)NC(=O)NC1=CC=C(C=C1)OC=1C=C2C(NC(C2=CC1)=O)=O (2-methoxy-5-(trifluoromethyl)phenyl-N′-(4-(1,3-dioxoisoindolin-5-yloxy)phenyl) urea). Yield: 90.3%. Reaction SMILES: [CH3:1][O:2][C:3]1[CH:8]=[CH:7][C:6]([C:9]([F:12])([F:11])[F:10])=[CH:5][C:4]=1[N:13]=[C:14]=[O:15].[NH2:16][C:17]1[CH:34]=[CH:33][C:20]([O:21][C:22]2[CH:23]=[C:24]3[C:28](=[CH:29][CH:30]=2)[C:27](=[O:31])[NH:26][C:25]3=[O:32])=[CH:19][CH:18]=1.CO>C(Cl)Cl>[CH3:1][O:2][C:3]1[CH:8]=[CH:7][C:6]([C:9]([F:12])([F:11])[F:10])=[CH:5][C:4]=1[NH:13][C:14]([NH:16][C:17]1[CH:18]=[CH:19][C:20]([O:21][C:22]2[CH:23]=[C:24]3[C:28](=[CH:29][CH:30]=2)[C:27](=[O:31])[NH:26][C:25]3=[O:32])=[CH:33][CH:34]=1)=[O:15]. Procedure details: To a stirring solution of 2-methoxy-5-(trifluoromethyl)phenyl isocyanate (0.10 g, 0.47 mmol) in CH2Cl2 (1.5 mL) was added 5-(4-aminophenoxy)isoindoline-1,3-dione (Method A3, Step 3; 0.12 g, 0.47 mmol) in one portion. The resulting mixture was stirred for 12 h, then was treated with CH2Cl2 (10 mL) and MeOH (5 mL). The resulting mixture was sequentially washed with a 1N HCl solution (15 mL) and a saturated NaCl solution (15 mL), dried (MgSO4) and concentrated under reduced pressure to afford N-(2-... The reactants are C[C@H]1[C@H]([C@H](C[C@@H](O1)O[C@H]2C[C@@](CC=3C2=C(C4=C(C3O)C(=O)C5=CC=CC(=C5C4=O)OC)O)(C(=O)C)O)N)O.Cl (Daunorubicin hydrochloride), C(C(CO)(CO)N)O (Tris), C(C(CO)(CO)N)O.Cl (Tris hydrochloride), solution. The solvent is aqueous solution, CO (methanol), O=O (oxygen). Run at time 20 minute. Yields the product CC1(COC(=O)C(N1)(C)C2(C(=O)OCC(N2)(C)CO)C)CO (DHM3). Reaction SMILES: C[C@@H]1O[C@@H]([O:8][C@@H:9]2[C:14]3=[C:15](O)C4C(=O)C5C(=CC=CC=5OC)C(=O)C=4[C:18]([OH:19])=[C:13]3[CH2:12][C@@](O)(C(C)=O)C2)C[C@H](N)[C@@H]1O.Cl.[CH2:40]([OH:47])[C:41]([NH2:46])([CH2:44][OH:45])[CH2:42]O.[CH2:48]([OH:55])[C:49]([NH2:54])([CH2:52]O)[CH2:50][OH:51].Cl>CO.O=O>[CH3:52][C:49]1([CH2:48][OH:55])[NH:54][C:14]([C:13]2([CH3:12])[NH:46][C:41]([CH2:40][OH:47])([CH3:42])[CH2:44][O:45][C:18]2=[O:19])([CH3:15])[C:9](=[O:8])[O:51][CH2:50]1 |f:0.1,3.4|. Reported procedure: A test similar to that described for the same reaction in methanol solvent (vide supra) was run. Oxomorpholinyl dimer DHM3 (1.38 mg, 4.37×10-3 mmol) was dissolved in 0.5 ml of oxygen-free methanol and quickly transferred without delay into one compartment of the cell. The solvent was promptly removed under vacuum. Daunorubicin hydrochloride (11.9 mg) was dissolved in 100 ml of an aqueous solution of Tris (24.2 mg) and Tris hydrochloride (31.6 mg) and 2.6 ml of this solution (4.18×10-4 mmol of 6)... Reactants: CC(C)([O-])C.[K+] (potassium t-butoxide), [Cl-].C(C)(C)(C)OC(=O)C[P+](C1=CC=CC=C1)(C1=CC=CC=C1)C1=CC=CC=C1 ((t-butoxycarbonylmethyl)-triphenylphosphonium chloride), C(=O)(O)C1=C(C=O)C=CC=C1 (2-Carboxybenzaldehyde). Solvent: O1CCCC1 (tetrahydrofuran). Reaction conditions: time 30 minute. The product is C(=O)(O)C1=C(C=CC=C1)C=CC(=O)OC(C)(C)C (t-butyl 3-(2-carboxyphenyl)acrylate). Reaction SMILES: [Cl-].[C:2]([O:6][C:7]([CH2:9][P+](C1C=CC=CC=1)(C1C=CC=CC=1)C1C=CC=CC=1)=[O:8])([CH3:5])([CH3:4])[CH3:3].CC(C)([O-])C.[K+].[C:35]([C:38]1[CH:45]=[CH:44][CH:43]=[CH:42][C:39]=1[CH:40]=O)([OH:37])=[O:36]>O1CCCC1>[C:35]([C:38]1[CH:45]=[CH:44][CH:43]=[CH:42][C:39]=1[CH:40]=[CH:9][C:7]([O:6][C:2]([CH3:5])([CH3:4])[CH3:3])=[O:8])([OH:37])=[O:36] |f:0.1,2.3|. Procedure details: To a suspension of (t-butoxycarbonylmethyl)-triphenylphosphonium chloride (20.7 g) in tetrahydrofuran (200 ml) was added potassium t-butoxide (5.60 g) portionwise and the mixture was stirred for 30 minutes at ambient temperature. 2-Carboxybenzaldehyde was added to the mixture. After being stirred for 1 hour the reaction mixture was filtered and the filtrate was evaporated under reduced pressure. The residue was dissolved in 1N aqueous sodium hydroxide solution and washed with ethyl acetate. The ... Starting materials: ClC1=CC=C(C=C1)B1OCCO1 (2-(4-chlorophenyl)-[1,3,2]-dioxaborolane), BrC1=C(C=CC=C1)COCOC (1-bromo-2-((methoxymethoxy)methyl)benzene). The product is ClC1=CC=C(C=C1)B1OCC2=C1C=CC=C2 (1-(4-Chlorophenyl)-1,3-dihydrobenzo[c][1,2]oxaborole). RXN SMILES: [Cl:1][C:2]1[CH:7]=[CH:6][C:5]([B:8]2[O:12][CH2:11][CH2:10]O2)=[CH:4][CH:3]=1.Br[C:14]1[CH:19]=[CH:18]C=[CH:16][C:15]=1COCOC>>[Cl:1][C:2]1[CH:3]=[CH:4][C:5]([B:8]2[C:16]3[CH:15]=[CH:14][CH:19]=[CH:18][C:10]=3[CH2:11][O:12]2)=[CH:6][CH:7]=1. Reported procedure: This was prepared as per the procedure in Example 11, from 2-(4-chlorophenyl)-[1,3,2]-dioxaborolane and 1-bromo-2-((methoxymethoxy)methyl)benzene to afford white crystalline product. Starting materials: C1(=CC=CC=C1)C.N(=NC(=O)OCC)C(=O)OCC (diethyl azodicarboxylate toluene), N1N=C(C2=CC=CC=C12)C(=O)OC (methyl 1H-indazole-3-carboxylate), C1(CCCCC1)O (cyclohexanol), C1(=CC=CC=C1)P(C1=CC=CC=C1)C1=CC=CC=C1 (triphenylphosphine). Solvent: O1CCCC1 (tetrahydrofuran). Reaction conditions: time 8 hour. The product is C1(CCCCC1)N1N=C(C2=CC=CC=C12)C(=O)OC (methyl 1-cyclohexyl-1H-indazole-3-carboxylate). Yield: 93.0%. As a reaction SMILES: [NH:1]1[C:9]2[C:4](=[CH:5][CH:6]=[CH:7][CH:8]=2)[C:3]([C:10]([O:12][CH3:13])=[O:11])=[N:2]1.[CH:14]1(O)[CH2:19][CH2:18][CH2:17][CH2:16][CH2:15]1.C1(P(C2C=CC=CC=2)C2C=CC=CC=2)C=CC=CC=1.C1(C)C=CC=CC=1.N(C(OCC)=O)=NC(OCC)=O>O1CCCC1>[CH:14]1([N:1]2[C:9]3[C:4](=[CH:5][CH:6]=[CH:7][CH:8]=3)[C:3]([C:10]([O:12][CH3:13])=[O:11])=[N:2]2)[CH2:19][CH2:18][CH2:17][CH2:16][CH2:15]1 |f:3.4|. Procedure details: To a mixture of methyl 1H-indazole-3-carboxylate (5.00 g), cyclohexanol (9.00 mL), triphenylphosphine (14.9 g) and tetrahydrofuran (100 mL) was added 40% diethyl azodicarboxylate toluene solution (25.6 mL), and the mixture was stirred overnight at room temperature. The reaction mixture was concentrated under reduced pressure, diethyl ether was added to the residue, and the mixture was stirred at 0° C. The precipitate was filtered off, and the filtrate was concentrated under reduced pressure. The...